Dataset: the Open Reaction Database (ORD), a public repository of structured organic reaction records. Task: describe an organic reaction: reactants, conditions, products, and yield Starting materials: CC(C)(C)O[Al](OC(C)(C)C)OC(C)(C)C, C1CCOC1, CC12CCC(=O)CC1CCC1C2=CCC2(C)C(=O)CCC12, [H-], [Li+]. Product: CC12CCC(O)CC1CCC1C2=CCC2(C)C(=O)CCC12. As a reaction SMILES: [C:2]([O:3][Al:4]([O:5][C:6]([CH3:7])([CH3:8])[CH3:9])[O:10][C:11]([CH3:12])([CH3:13])[CH3:14])([CH3:15])([CH3:16])[CH3:17].[CH2:40]1[O:41][CH2:42][CH2:43][CH2:44]1.[CH3:19][C:20]12[C:21](=[O:39])[CH2:22][CH2:23][CH:24]1[CH:25]1[CH2:26][CH2:27][CH:28]3[CH2:29][C:30](=[O:38])[CH2:31][CH2:32][C:33]3([CH3:34])[C:35]1=[CH:36][CH2:37]2.[H-:1].[Li+:18]>>[CH3:19][C:20]12[C:21](=[O:39])[CH2:22][CH2:23][CH:24]1[CH:25]1[CH2:26][CH2:27][CH:28]3[CH2:29][CH:30]([OH:38])[CH2:31][CH2:32][C:33]3([CH3:34])[C:35]1=[CH:36][CH2:37]2. Reactants: C=1C=CC(=CC1)/C=C/C(=O)/C=C/C2=CC=CC=C2.C=1C=CC(=CC1)/C=C/C(=O)/C=C/C2=CC=CC=C2.C=1C=CC(=CC1)/C=C/C(=O)/C=C/C2=CC=CC=C2.[Pd].[Pd] (Pd2(dba)3), CS(=O)(=O)OC1=CC=C(C=C1)C(C)(C)C (4-t-butylphenyl methanesulfonate), NC1=CC=CC=C1 (aniline). The solvent is O (water). Yields the product CC(=O)[O-].CC(=O)[O-].[Pd+2] (Pd(OAc)2), desired product. The yield is 99.0%. RXN SMILES: CS([O:5][C:6]1[CH:11]=CC(C(C)(C)C)=CC=1)(=O)=[O:3].NC1C=CC=CC=1.C1C=CC(/C=C/C(/C=C/C2C=CC=CC=2)=[O:32])=CC=1.C1C=CC(/C=C/[C:49](/[CH:51]=C/C2C=CC=CC=2)=[O:50])=CC=1.C1C=CC(/C=C/C(/C=C/C2C=CC=CC=2)=O)=CC=1.[Pd:77].[Pd]>O>[CH3:11][C:6]([O-:5])=[O:32].[CH3:51][C:49]([O-:3])=[O:50].[Pd+2:77] |f:2.3.4.5.6,8.9.10|. Procedure details: Initial studies focused on the coupling of 4-t-butylphenyl methanesulfonate and aniline. Whereas catalyst systems based on the combination of Pd2(dba)3 and 1 failed to produce product (FIG. 8, Table 4, entry 1), precatalyst 10 provided a 98% yield in 3 h (FIG. 8, Table 4, entry 2). Biscoe, M. R.; Fors, B. P.; Buchwald, S. L. J. Am. Chem. Soc. 2008, 130, 6686. Similarly, utilization of water-mediated catalyst activation with 1 and Pd(OAc)2 gave the desired product in 99% yield (Entry 3). Ozawa, F... Procedure: Added to 75 ml of dry benzene were 5.3 g (45 mmol) of methylmalonic acid and 11.4 g (0.135 mmol) of 3,4-dihydropyran, followed by the addition of 1 droplet of concentrated sulfuric acid under stirring over a water bath. After one hour, 6 g of sodium hydroxide were added. After the resultant mixture was stirred for 5 minutes, an insoluble material was filtered off. Then, 1.8 g of 60% sodium hydride was added in small portions to the filtrate. After evolution of hydrogen gas subsided, a solution o... The reactants are CC(C(=O)O)C(=O)O (methylmalonic acid), [OH-].[Na+] (sodium hydroxide), resultant mixture, S(=O)(Cl)Cl (thionyl chloride), resultant solution, O1CCCC=C1 (3,4-dihydropyran), S(O)(O)(=O)=O (sulfuric acid), acid chloride, N=1OC(=C2C1C=CC=C2)C(=O)O (2,1-benzisoxazole-3-carboxylic acid). Solvent: O (water), C1=CC=CC=C1 (benzene), C(C)(=O)O (acetic acid), C1=CC=CC=C1 (benzene). Reaction SMILES: [CH3:1][CH:2](C(O)=O)C(O)=O.O1C=CCCC1.S(=O)(=O)(O)O.[OH-].[Na+].[N:22]1[O:23][C:24]([C:31]([OH:33])=O)=[C:25]2[CH:30]=[CH:29][CH:28]=[CH:27][C:26]=12.S(Cl)(Cl)=O>C1C=CC=CC=1.O.C(O)(=O)C>[C:31]([C:24]1[O:23][N:22]=[C:26]2[CH:27]=[CH:28][CH:29]=[CH:30][C:25]=12)(=[O:33])[CH2:1][CH3:2] |f:3.4|. Yields the product C(CC)(=O)C=1ON=C2C1C=CC=C2 (3-propionyl-2,1-benzoisoxazole). Reaction conditions: time 1 hour. As a reaction SMILES: [CH3:20][CH2:21][OH:22].[Cl:1][c:2]1[cH:3][cH:4][c:5]([C:8](=[O:9])[c:10]2[cH:11][cH:12][c:13]([Cl:16])[cH:14][cH:15]2)[cH:6][cH:7]1.[NH2:18][NH2:19].[OH2:17]>>[Cl:1][c:2]1[cH:3][cH:4][c:5]([C:8]([c:10]2[cH:11][cH:12][c:13]([Cl:16])[cH:14][cH:15]2)=[N:18][NH2:19])[cH:6][cH:7]1. The product is NN=C(c1ccc(Cl)cc1)c1ccc(Cl)cc1. The reactants are CCO, O=C(c1ccc(Cl)cc1)c1ccc(Cl)cc1, NN, O. Reactants: B (borane), BrC1=C(C=C(C(=O)O)C=C1)OC (4-Bromo-3-methoxybenzoic acid), CO (methanol). Solvent: O1CCCC1 (tetrahydrofuran), O1CCCC1 (tetrahydrofuran). Product: BrC1=C(C=C(CO)C=C1)OC (4-bromo-3-methoxybenzyl alcohol). RXN SMILES: [Br:1][C:2]1[CH:10]=[CH:9][C:5]([C:6](O)=[O:7])=[CH:4][C:3]=1[O:11][CH3:12].B.CO>O1CCCC1>[Br:1][C:2]1[CH:10]=[CH:9][C:5]([CH2:6][OH:7])=[CH:4][C:3]=1[O:11][CH3:12]. Reported procedure: 4-Bromo-3-methoxybenzoic acid (23.1 g, 0.1 m) dissolved in tetrahydrofuran (200 ml) is added to 1M borane in tetrahydrofuran (150 ml) stirred at 5°. The mixture is refluxed, cooled, treated with methanol, refluxed and concentrated in vacuo to give 4-bromo-3-methoxybenzyl alcohol. Reactants: [Br-], C1CCOC1, CON(C)C(=O)c1nc(-c2cc(S(=O)(=O)N3CCOCC3)ccc2C)cnc1N, [Mg+]C1CC1, Cl. Yields the product Cc1ccc(S(=O)(=O)N2CCOCC2)cc1-c1cnc(N)c(C(=O)C2CC2)n1. RXN SMILES: [Br-:1].[CH2:36]1[O:37][CH2:38][CH2:39][CH2:40]1.[CH3:6][O:7][N:8]([C:9](=[O:10])[c:11]1[n:12][c:13](-[c:18]2[c:19]([CH3:33])[cH:20][cH:21][c:22]([S:24](=[O:25])(=[O:26])[N:27]3[CH2:28][CH2:29][O:30][CH2:31][CH2:32]3)[cH:23]2)[cH:14][n:15][c:16]1[NH2:17])[CH3:34].[CH:2]1([Mg+:5])[CH2:3][CH2:4]1.[ClH:35]>>[CH:2]1([C:9](=[O:10])[c:11]2[n:12][c:13](-[c:18]3[c:19]([CH3:33])[cH:20][cH:21][c:22]([S:24](=[O:25])(=[O:26])[N:27]4[CH2:28][CH2:29][O:30][CH2:31][CH2:32]4)[cH:23]3)[cH:14][n:15][c:16]2[NH2:17])[CH2:3][CH2:4]1. The reactants are C1(=C(C(=C(C(=C1F)F)F)N)F)N.Cl.Cl (dihydrochloride), Cl (hydrogen chloride), CC1(OC2=C(C(=CC(=C2)C(CCC)(C)C2=CC=C(C=C2)F)O)C2=C1CCN(C2)CC#C)C (5,5-dimethyl-10-hydroxy-8-(4-fluorophenyl-1-methylbutyl)-2-(2-propynyl)-1,2,3,4-tetrahydro-5H[1]benzopyrano[3,4-d]pyridine), Cl.O1CCN(CC1)CCCC(=O)O (γ-morpholino-butyric acid hydrochloride), C1(CCCCC1)N=C=NC1CCCCC1 (dicyclohexylcarbodiimide). Solvent: CCOCC (ether), C(Cl)Cl (methylene chloride). Conditions: time 16 hour. Product: Cl.Cl.CC1(OC2=C(C(=CC(=C2)C(CCC)(C)C2=CC=C(C=C2)F)OC(CCCN2CCOCC2)=O)C2=C1CCN(C2)CC#C)C (5,5-Dimethyl-10-[4-(morpholino)butyryloxy]-8-(4-fluorophenyl-1-methylbutyl)-2-(2-propynyl)-1,2,3,4-tetrahydro-5H[1]benzopyrano[3,4-d]pyridine dihydrochloride). Reaction SMILES: [CH3:1][C:2]1([CH3:32])[C:24]2[CH2:25][CH2:26][N:27]([CH2:29][C:30]#[CH:31])[CH2:28][C:23]=2[C:5]2[C:6]([OH:22])=[CH:7][C:8]([C:10]([C:15]3[CH:20]=[CH:19][C:18]([F:21])=[CH:17][CH:16]=3)([CH3:14])[CH2:11][CH2:12][CH3:13])=[CH:9][C:4]=2[O:3]1.[ClH:33].[O:34]1[CH2:39][CH2:38][N:37]([CH2:40][CH2:41][CH2:42][C:43](O)=[O:44])[CH2:36][CH2:35]1.C1(N=C=NC2CCCCC2)CCCCC1.C1(N)C(F)=C(F)C(F)=C(N)C=1F.Cl.Cl.Cl>CCOCC.C(Cl)Cl>[ClH:33].[ClH:33].[CH3:32][C:2]1([CH3:1])[C:24]2[CH2:25][CH2:26][N:27]([CH2:29][C:30]#[CH:31])[CH2:28][C:23]=2[C:5]2[C:6]([O:22][C:43](=[O:44])[CH2:42][CH2:41][CH2:40][N:37]3[CH2:36][CH2:35][O:34][CH2:39][CH2:38]3)=[CH:7][C:8]([C:10]([C:15]3[CH:16]=[CH:17][C:18]([F:21])=[CH:19][CH:20]=3)([CH3:14])[CH2:11][CH2:12][CH3:13])=[CH:9][C:4]=2[O:3]1 |f:1.2,4.5.6,10.11.12|. Reported procedure: 4.0 g. (10.1 mm.) of 5,5-dimethyl-10-hydroxy-8-(4-fluorophenyl-1-methylbutyl)-2-(2-propynyl)-1,2,3,4-tetrahydro-5H[1]benzopyrano[3,4-d]pyridine, 2.10 g. (10.1 mm.) of γ-morpholino-butyric acid hydrochloride and 2.18 g. (10.6 mm.) of dicyclohexylcarbodiimide are added to 200 ml. of methylene chloride. The reaction mixture is stirred at room temperature for 16 hours and after cooling, the by-product of dicyclohexylurea is removed by suction filtration. The mother liquor is evaporated to give a res...